From a dataset of the Open Reaction Database (ORD), a public repository of structured organic reaction records. describe an organic reaction: reactants, conditions, products, and yield Starting materials: CCCCCCCCCCCCOCCCNC(=O)c1ccc2c(NC(=O)OCC(C)C)cccc2c1O, CCOC(C)=O, CC(C)=O, CC1(C)C(=O)N(Cl)C(=O)N1Cl. Product: CCCCCCCCCCCCOCCCNC(=O)c1cc(Cl)c2c(NC(=O)OCC(C)C)cccc2c1O. RXN SMILES: [CH2:1]([CH2:2][CH2:3][CH2:4][CH2:5][CH2:6][CH2:7][CH2:8][CH2:9][CH2:10][CH2:11][CH3:12])[O:13][CH2:14][CH2:15][CH2:16][NH:17][C:18](=[O:19])[c:20]1[c:21]([OH:38])[c:22]2[cH:23][cH:24][cH:25][c:26]([NH:30][C:31](=[O:32])[O:33][CH2:34][CH:35]([CH3:36])[CH3:37])[c:27]2[cH:28][cH:29]1.[CH3:50][CH2:51][O:52][C:53](=[O:54])[CH3:55].[CH3:56][C:57](=[O:58])[CH3:59].[Cl:39][N:40]1[C:41]([CH3:42])([CH3:43])[C:44](=[O:45])[N:46]([Cl:47])[C:48]1=[O:49]>>[CH2:1]([CH2:2][CH2:3][CH2:4][CH2:5][CH2:6][CH2:7][CH2:8][CH2:9][CH2:10][CH2:11][CH3:12])[O:13][CH2:14][CH2:15][CH2:16][NH:17][C:18](=[O:19])[c:20]1[c:21]([OH:38])[c:22]2[cH:23][cH:24][cH:25][c:26]([NH:30][C:31](=[O:32])[O:33][CH2:34][CH:35]([CH3:36])[CH3:37])[c:27]2[c:28]([Cl:39])[cH:29]1. Starting materials: FC(C(=O)O)(F)F.ClC1=CC=C(C=C1)C=1C=C(C=NC1OCC(F)(F)F)C(=O)NN1CCNCC1 (5-(4-Chlorophenyl)-N-(piperazin-1-yl)-6-(2,2,2-trifluoroethoxy)-3-pyridinecarboxamide 2,2,2-trifluoroacetate), C(C)(C)N(C(C)C)CC (N,N-Diisopropylethylamine), CS(=O)(=O)Cl (methanesulfonyl chloride). Run in ClCCl (dichloromethane). Run at temperature 0 celsius, time 1 hour. The product is ClC1=CC=C(C=C1)C=1C=C(C=NC1OCC(F)(F)F)C(=O)NN1CCN(CC1)S(=O)(=O)C (5-(4-Chlorophenyl)-N-(4-(methylsulfonyl)piperazin-1-yl)-6-(2,2,2-trifluoroethoxy)-3-pyridinecarboxamide). The yield is 53.7%. RXN SMILES: FC(F)(F)C(O)=O.[Cl:8][C:9]1[CH:14]=[CH:13][C:12]([C:15]2[CH:16]=[C:17]([C:27]([NH:29][N:30]3[CH2:35][CH2:34][NH:33][CH2:32][CH2:31]3)=[O:28])[CH:18]=[N:19][C:20]=2[O:21][CH2:22][C:23]([F:26])([F:25])[F:24])=[CH:11][CH:10]=1.C(N(CC)C(C)C)(C)C.[CH3:45][S:46](Cl)(=[O:48])=[O:47]>ClCCl>[Cl:8][C:9]1[CH:14]=[CH:13][C:12]([C:15]2[CH:16]=[C:17]([C:27]([NH:29][N:30]3[CH2:31][CH2:32][N:33]([S:46]([CH3:45])(=[O:48])=[O:47])[CH2:34][CH2:35]3)=[O:28])[CH:18]=[N:19][C:20]=2[O:21][CH2:22][C:23]([F:24])([F:26])[F:25])=[CH:11][CH:10]=1 |f:0.1|. Procedure details: 5-(4-Chlorophenyl)-N-(piperazin-1-yl)-6-(2,2,2-trifluoroethoxy)-3-pyridinecarboxamide 2,2,2-trifluoroacetate (1:1) (100 mg, 189 μmol) was combined with dichloromethane (5 mL) to give a white suspension. N,N-Diisopropylethylamine (122 mg, 165 μl, 945 μmol) and methanesulfonyl chloride (23.8 mg, 16.1 μl, 208 μmol) were added successively at 0° C. The reaction mixture was stirred for 1 h at 0° C. and subsequently concentrated in vacuo. The residue was purified by flash chromatography (silica gel, 2... Starting materials: C(C)(C)(C)OC(=O)N1C(O[C@@H]([C@H]1CF)C1=CC=C(C=C1)C1=CC=2N(C=C1)C=C(N2)CNS(=O)(=O)C)(C)C ((4S,5R)-4-Fluoromethyl-5-{4-[2-(methanesulfonylamino-methyl)-imidazo[1,2-a]pyridin-7-yl]-phenyl}-2,2-dimethyl-oxazolidine-3-carboxylic acid tert-butyl ester), FC(C(=O)O)(F)F (trifluoroacetic acid). The solvent is C(Cl)Cl (CH2Cl2). Reaction conditions: time 2 hour. The product is N[C@@H]([C@H](O)C1=CC=C(C=C1)C1=CC=2N(C=C1)C=C(N2)CNS(=O)(=O)C)CF (N-{7-[4-((1R,2S)-2-Amino-3-fluoro-1-hydroxy-propyl)-phenyl]imidazo[1,2-a]pyridin-2-ylmethyl}-methanesulfonamide). Yield: 160.2%. As a reaction SMILES: C(OC([N:8]1[C@H:12]([CH2:13][F:14])[C@@H:11]([C:15]2[CH:20]=[CH:19][C:18]([C:21]3[CH:26]=[CH:25][N:24]4[CH:27]=[C:28]([CH2:30][NH:31][S:32]([CH3:35])(=[O:34])=[O:33])[N:29]=[C:23]4[CH:22]=3)=[CH:17][CH:16]=2)[O:10]C1(C)C)=O)(C)(C)C.FC(F)(F)C(O)=O>C(Cl)Cl>[NH2:8][C@H:12]([CH2:13][F:14])[C@@H:11]([C:15]1[CH:20]=[CH:19][C:18]([C:21]2[CH:26]=[CH:25][N:24]3[CH:27]=[C:28]([CH2:30][NH:31][S:32]([CH3:35])(=[O:33])=[O:34])[N:29]=[C:23]3[CH:22]=2)=[CH:17][CH:16]=1)[OH:10]. Procedure: To a stirred solution of (4S,5R)-4-Fluoromethyl-5-{4-[2-(methanesulfonylamino-methyl)-imidazo[1,2-a]pyridin-7-yl]-phenyl}-2,2-dimethyl-oxazolidine-3-carboxylic acid tert-butyl ester (75 mg, 0.14 mmol) in CH2Cl2 (1 mL) is added trifluoroacetic acid (0.3 mL) drop wise at 0° C. then stirred at room temperature for 2 hours. The reaction mixture is concentrated and stripped with CH2Cl2 to afford title compound (88 mg, crude) which is used as is in the next step. LC-MS (m/z): [M+H]=393.1. Reactants: CC1CN(Cc2ccccc2)CCC1(O)c1cc(F)c(F)c2ccoc12, O, Cc1ccc(S(=O)(=O)O)cc1. Product: CC1CN(Cc2ccccc2)CC=C1c1cc(F)c(F)c2ccoc12. As a reaction SMILES: [CH2:1]([c:2]1[cH:3][cH:4][cH:5][cH:6][cH:7]1)[N:8]1[CH2:9][CH:10]([CH3:26])[C:11]([c:14]2[cH:15][c:16]([F:24])[c:17]([F:23])[c:18]3[cH:19][cH:20][o:21][c:22]23)([OH:25])[CH2:12][CH2:13]1.[OH2:27].[c:28]1([CH3:29])[cH:30][cH:31][c:32]([S:33]([OH:34])(=[O:35])=[O:36])[cH:37][cH:38]1>>[CH2:1]([c:2]1[cH:3][cH:4][cH:5][cH:6][cH:7]1)[N:8]1[CH2:9][CH:10]([CH3:26])[C:11]([c:14]2[cH:15][c:16]([F:24])[c:17]([F:23])[c:18]3[cH:19][cH:20][o:21][c:22]23)=[CH:12][CH2:13]1.